This data is from the Open Reaction Database (ORD), a public repository of structured organic reaction records. The task is: describe an organic reaction: reactants, conditions, products, and yield The reactants are O=C(c1ccc(F)cc1)c1cc(CBr)on1, CCOCC, CC(C)=O, CCOCC, c1ccc(N2CCNCC2)cc1. Yields the product O=C(c1ccc(F)cc1)c1cc(CN2CCN(c3ccccc3)CC2)on1. As a reaction SMILES: [Br:1][CH2:2][c:3]1[cH:4][c:5]([C:8](=[O:9])[c:10]2[cH:11][cH:12][c:13]([F:16])[cH:14][cH:15]2)[n:6][o:7]1.[CH3:29][CH2:30][O:31][CH2:32][CH3:33].[CH3:34][C:35](=[O:36])[CH3:37].[CH3:38][CH2:39][O:40][CH2:41][CH3:42].[c:17]1([N:23]2[CH2:24][CH2:25][NH:26][CH2:27][CH2:28]2)[cH:18][cH:19][cH:20][cH:21][cH:22]1>>[CH2:2]([c:3]1[cH:4][c:5]([C:8](=[O:9])[c:10]2[cH:11][cH:12][c:13]([F:16])[cH:14][cH:15]2)[n:6][o:7]1)[N:26]1[CH2:25][CH2:24][N:23]([c:17]2[cH:18][cH:19][cH:20][cH:21][cH:22]2)[CH2:28][CH2:27]1. The product is C(C)OC(CC=1C=C(C(=CC1)OC)C1=C(C=C(C=C1)[N+](=O)[O-])C=O)=O ((2′-Formyl-6-methoxy-4′-nitro-biphenyl-3-yl)-acetic acid ethyl ester). Procedure: Prepared according to the procedure described in Example 1, Step 4, using the following starting materials: 2-bromo-5-nitro-benzaldehyde and [4-methoxy-3-(4,4,5,5-tetramethyl-[1,3,2]dioxaborolan-2-yl)-phenyl]-acetic acid ethyl ester. The reactants are BrC1=C(C=O)C=C(C=C1)[N+](=O)[O-] (2-bromo-5-nitro-benzaldehyde), C(C)OC(CC1=CC(=C(C=C1)OC)B1OC(C(O1)(C)C)(C)C)=O ([4-methoxy-3-(4,4,5,5-tetramethyl-[1,3,2]dioxaborolan-2-yl)-phenyl]-acetic acid ethyl ester). Reaction SMILES: Br[C:2]1[CH:9]=[CH:8][C:7]([N+:10]([O-:12])=[O:11])=[CH:6][C:3]=1[CH:4]=[O:5].[CH2:13]([O:15][C:16](=[O:35])[CH2:17][C:18]1[CH:23]=[CH:22][C:21]([O:24][CH3:25])=[C:20](B2OC(C)(C)C(C)(C)O2)[CH:19]=1)[CH3:14]>>[CH2:13]([O:15][C:16](=[O:35])[CH2:17][C:18]1[CH:19]=[C:20]([C:2]2[CH:9]=[CH:8][C:7]([N+:10]([O-:12])=[O:11])=[CH:6][C:3]=2[CH:4]=[O:5])[C:21]([O:24][CH3:25])=[CH:22][CH:23]=1)[CH3:14]. RXN SMILES: C([NH:3][C:4]1[S:5][CH:6]=[C:7]([C:9](=[N:26][O:27][CH2:28][CH2:29][O:30]C=O)[C:10]([NH:12][CH:13]2[C:24](=[O:25])[N:15]3[C:16]([C:21]([OH:23])=[O:22])=[C:17]([CH3:20])[CH2:18][S:19][C@H:14]23)=[O:11])[N:8]=1)=O.Cl.CO>O1CCCC1>[NH2:3][C:4]1[S:5][CH:6]=[C:7]([C:9](=[N:26][O:27][CH2:28][CH2:29][OH:30])[C:10]([NH:12][CH:13]2[C:24](=[O:25])[N:15]3[C:16]([C:21]([OH:23])=[O:22])=[C:17]([CH3:20])[CH2:18][S:19][C@H:14]23)=[O:11])[N:8]=1. Reaction conditions: time 6 hour. Starting materials: C(=O)NC=1SC=C(N1)C(C(=O)NC1[C@@H]2N(C(=C(CS2)C)C(=O)O)C1=O)=NOCCOC=O (7-[2-(2-formamidothiazol-4-yl)-2-(2-formyloxyethoxyimino)acetamido]-3-methyl-3-cephem-4-carboxylic acid), Cl (hydrochloric acid), CO (methanol). Reported procedure: A mixture of 7-[2-(2-formamidothiazol-4-yl)-2-(2-formyloxyethoxyimino)acetamido]-3-methyl-3-cephem-4-carboxylic acid (syn isomer, 2.0 g.), conc. hydrochloric acid (1.35 g.), methanol (20 ml.) and tetrahydrofuran (20 ml.) was stirred at room temperature for 6 hours. After evaporating the reaction mixture in vacuo, the residue was subjected to column chromatography on non-ionic adsoption resin "Diaion HP-20" (trademark, manufactured by Mitsubishi Chemical Industries Ltd.) and eluted with 20% isopr... Isolated yield 45.2%. Yields the product NC=1SC=C(N1)C(C(=O)NC1[C@@H]2N(C(=C(CS2)C)C(=O)O)C1=O)=NOCCO (7-[2-(2-aminothiazol-4-yl)-2-(2-hydroxyethoxyimino)acetamido]-3-methyl-3-cephem-4-carboxylic acid). The solvent is O1CCCC1 (tetrahydrofuran). The reactants are O=C([O-])[O-], FC(F)(F)c1ccc(Cl)nc1, Cc1nnn(-c2ccc(F)cc2)c1-c1c[nH]cn1, [K+], [K+], CN(C)C=O, O. Product: Cc1nnn(-c2ccc(F)cc2)c1-c1cn(-c2ccc(C(F)(F)F)cn2)cn1. RXN SMILES: [C:30](=[O:31])([O-:32])[O-:33].[Cl:19][c:20]1[n:21][cH:22][c:23]([C:26]([F:27])([F:28])[F:29])[cH:24][cH:25]1.[F:1][c:2]1[cH:3][cH:4][c:5](-[n:8]2[n:9][n:10][c:11]([CH3:18])[c:12]2-[c:13]2[n:14][cH:15][nH:16][cH:17]2)[cH:6][cH:7]1.[K+:34].[K+:35].[O:37]=[CH:38][N:39]([CH3:40])[CH3:41].[OH2:36]>>[F:1][c:2]1[cH:3][cH:4][c:5](-[n:8]2[n:9][n:10][c:11]([CH3:18])[c:12]2-[c:13]2[n:14][cH:15][n:16](-[c:20]3[n:21][cH:22][c:23]([C:26]([F:27])([F:28])[F:29])[cH:24][cH:25]3)[cH:17]2)[cH:6][cH:7]1. Starting materials: ClC=1C=C(C=C(C1)Cl)NCC(=O)N1CC(CCCC1)NC=1C2=C(N=CN1)N(C=C2)S(=O)(=O)C2=CC=C(C)C=C2 (2-(3,5-dichlorophenylamino)-1-(3-(7-tosyl-7H-pyrrolo[2,3-d]pyrimidin-4-ylamino)azepan-1-yl)ethanone), C(=O)([O-])[O-].[K+].[K+] (K2CO3), CO (MeOH). Solvent: C(Cl)Cl (CH2Cl2), CO.O (MeOH H2O). Reaction conditions: temperature 80 celsius. Product: ClC=1C=C(C=C(C1)Cl)NCC(=O)N1CC(CCCC1)NC=1C2=C(N=CN1)NC=C2 (2-(3,5-dichlorophenylamino)-1-(3-(7H-pyrrolo[2,3-d]pyrimidin-4-ylamino)azepan-1-yl)ethanone). The yield is 66.7%. As a reaction SMILES: [Cl:1][C:2]1[CH:3]=[C:4]([NH:9][CH2:10][C:11]([N:13]2[CH2:19][CH2:18][CH2:17][CH2:16][CH:15]([NH:20][C:21]3[C:22]4[CH:29]=[CH:28][N:27](S(C5C=CC(C)=CC=5)(=O)=O)[C:23]=4[N:24]=[CH:25][N:26]=3)[CH2:14]2)=[O:12])[CH:5]=[C:6]([Cl:8])[CH:7]=1.C([O-])([O-])=O.[K+].[K+].CO>CO.O.C(Cl)Cl>[Cl:8][C:6]1[CH:5]=[C:4]([NH:9][CH2:10][C:11]([N:13]2[CH2:19][CH2:18][CH2:17][CH2:16][CH:15]([NH:20][C:21]3[C:22]4[CH:29]=[CH:28][NH:27][C:23]=4[N:24]=[CH:25][N:26]=3)[CH2:14]2)=[O:12])[CH:3]=[C:2]([Cl:1])[CH:7]=1 |f:1.2.3,5.6|. Procedure: To a solution of 2-(3,5-dichlorophenylamino)-1-(3-(7-tosyl-7H-pyrrolo[2,3-d]pyrimidin-4-ylamino)azepan-1-yl)ethanone (800 mg, 1.36 mmol) in MeOH:H2O (4:1, 5 mL) was added K2CO3 (656 mg, 4.77 mmol) and the reaction mixture was heated at 80° C. for 4 h. The reaction mixture was concentrated in vacuo to give a residue which was triturated with 10% MeOH in EtOAc (20 mL), filtrated, the filtrate was evaporated in vacuo to give the crude compound that was subjected to column chromatography (silica gel...